From a dataset of the Open Reaction Database (ORD), a public repository of structured organic reaction records. describe an organic reaction: reactants, conditions, products, and yield The reactants are [OH-].[Na+] (NaOH), Cl (HCl), C1(O)=CC=C(O)C=C1 (hydroquinone), BrCC(=O)OCC (ethyl bromoacetate). Solvent: CN(C)C=O (DMF), O (H2O). Run at temperature 0 celsius, time 1 hour. Product: OC1=CC=C(OCC(=O)OCC)C=C1 (ethyl 4-hydroxyphenoxy-acetate). Isolated yield 13.4%. Reaction SMILES: [C:1]1([CH:8]=[CH:7][C:5]([OH:6])=[CH:4][CH:3]=1)[OH:2].Br[CH2:10][C:11]([O:13][CH2:14][CH3:15])=[O:12].[OH-].[Na+].Cl>CN(C=O)C.O>[OH:2][C:1]1[CH:8]=[CH:7][C:5]([O:6][CH2:10][C:11]([O:13][CH2:14][CH3:15])=[O:12])=[CH:4][CH:3]=1 |f:2.3|. Procedure: To a mixture of hydroquinone(24 g, 0.22 mol) and ethyl bromoacetate(24 mL, 0.22 mol) in DMF(300 mL) was added 10M aq. NaOH(22 mL, 0.22 mol). The mixture was stirred at 0° C. for 1 h, diluted with H2O, acidified with 6M aq. HCl and extracted with EtOAc. The EtOAc extract was dried(anhydrous MgSO4) and concentrated in vacuo. The residue was swished with Et2O to give ethyl 4-hydroxyphenoxy-acetate (5.8 g) as a white powder.